describe an organic reaction: reactants, conditions, products, and yield From a dataset of the Open Reaction Database (ORD), a public repository of structured organic reaction records. The reactants are NC1=CN=C(C(=N1)C#N)C1=C(C=C(C=C1)B1OC(C(O1)(C)C)(C)C)F (6-amino-3-(2-fluoro-4-(4,4,5,5-tetramethyl-1,3,2-dioxaborolan-2-yl)phenyl)pyrazine-2-carbonitrile), BrC1=C(C=CC=C1)S(=O)(=O)C1CC1 (1-bromo-2-(cyclopropylsulfonyl)benzene). The product is NC1=CN=C(C(=N1)C#N)C1=C(C=C(C=C1)C1=C(C=CC=C1)S(=O)(=O)C1CC1)F (6-Amino-3-[2′-(cyclopropylsulfonyl)-3-fluorobiphenyl-4-yl]pyrazine-2-carbonitrile). RXN SMILES: [NH2:1][C:2]1[N:7]=[C:6]([C:8]#[N:9])[C:5]([C:10]2[CH:15]=[CH:14][C:13](B3OC(C)(C)C(C)(C)O3)=[CH:12][C:11]=2[F:25])=[N:4][CH:3]=1.Br[C:27]1[CH:32]=[CH:31][CH:30]=[CH:29][C:28]=1[S:33]([CH:36]1[CH2:38][CH2:37]1)(=[O:35])=[O:34]>>[NH2:1][C:2]1[N:7]=[C:6]([C:8]#[N:9])[C:5]([C:10]2[CH:15]=[CH:14][C:13]([C:27]3[CH:32]=[CH:31][CH:30]=[CH:29][C:28]=3[S:33]([CH:36]3[CH2:38][CH2:37]3)(=[O:35])=[O:34])=[CH:12][C:11]=2[F:25])=[N:4][CH:3]=1. Procedure details: The title compound was prepared using conditions analogous to those used to make Example 6 utilizing 6-amino-3-(2-fluoro-4-(4,4,5,5-tetramethyl-1,3,2-dioxaborolan-2-yl)phenyl)pyrazine-2-carbonitrile and 1-bromo-2-(cyclopropylsulfonyl)benzene. MS (ESI): mass calcd. for C20H15FN4O2S, 394.09; m/z found, 395.0 [M+H]+. 1H NMR (600 MHz, DMSO-δ6) δ 8.26 (s, 1H), 8.07 (dd, J=8.0, 1.3, 1H), 7.82-7.77 (m, 1H), 7.74-7.69 (m, 1H), 7.66-7.62 (m, 1H), 7.52 (dd, J=7.6, 1.3, 1H), 7.44 (dd, J=10.8, 1.7, 1H), 7.4...